This data is from the Open Reaction Database (ORD), a public repository of structured organic reaction records. The task is: describe an organic reaction: reactants, conditions, products, and yield Starting materials: CON(C(=O)C=1C=CC2=C(C=C(O2)CCN2[C@@H](CCC2)C)C1)C (N-methoxy-N-methyl-2-{2-[(2R)-2-methyl-1-pyrrolidinyl]ethyl}-1-benzofuran-5-carboxamide), C1(=CC=CC=C1)[Mg]Br (phenylmagnesium bromide). The product is C[C@H]1N(CCC1)CCC=1OC2=C(C1)C=C(C=C2)C(=O)C2=CC=CC=C2 ((2-{2-[(2R)-2-methyl-1-pyrrolidinyl]ethyl}-1-benzofuran-5-yl)(phenyl)methanone). As a reaction SMILES: CON(C)[C:4]([C:6]1[CH:7]=[CH:8][C:9]2[O:13][C:12]([CH2:14][CH2:15][N:16]3[CH2:20][CH2:19][CH2:18][C@H:17]3[CH3:21])=[CH:11][C:10]=2[CH:22]=1)=[O:5].[C:24]1([Mg]Br)[CH:29]=[CH:28][CH:27]=[CH:26][CH:25]=1>>[CH3:21][C@@H:17]1[CH2:18][CH2:19][CH2:20][N:16]1[CH2:15][CH2:14][C:12]1[O:13][C:9]2[CH:8]=[CH:7][C:6]([C:4]([C:24]3[CH:29]=[CH:28][CH:27]=[CH:26][CH:25]=3)=[O:5])=[CH:22][C:10]=2[CH:11]=1. Procedure details: The product from Example 71E and phenylmagnesium bromide were processed as described in Example 71F to provide the title compound. 1HNMR (300 MHz, CD3OD) δ 1.15 (d, 3H), 1.45 (m, 1H), 1.80 (m, 2H), 2.00 (m, 1H), 2.30 (m, 1H), 2.50 (m, 2H), 3.30 (m, 4H), 6.63 (s, 1H), 7.55 (m, 314), 7.65 (m, 1H), 7.80 (m, 3H), 7.98 (d, 1H); MS (ESI) m/z 334 (M+H)+. Starting materials: COC=1C=C(C=CC1)C1C(C2=CC=C(C=C2CC1)OC)=O (2-(3-methoxyphenyl)-6-methoxy-1-tetralone), O.C1(=CC=C(C=C1)S(=O)(=O)O)C (p-toluenesulfonic acid mono-hydrate), C(=O)(O)[O-].[Na+] (NaHCO3), aqueous solution, C(=O)(O)[O-].[Na+] (NaHCO3). The solvent is C(=C)(C)CC(=O)[O-] (iso-propenylacetate). Yields the product C(C)(=O)OC1=C(CCC2=CC(=CC=C12)OC)C1=CC(=CC=C1)OC (1-Acetyloxy-2-(3-methoxyphenyl)-6-methoxy-3,4-dihydronaphthalene). Reaction SMILES: [CH3:1][O:2][C:3]1[CH:4]=[C:5]([CH:9]2[CH2:18][CH2:17][C:16]3[C:11](=[CH:12][CH:13]=[C:14]([O:19][CH3:20])[CH:15]=3)[C:10]2=[O:21])[CH:6]=[CH:7][CH:8]=1.O.[C:23]1([CH3:33])C=CC(S(O)(=O)=O)=CC=1.C([O-])(O)=[O:35].[Na+]>C(CC([O-])=O)(C)=C>[C:23]([O:21][C:10]1[C:11]2[C:16](=[CH:15][C:14]([O:19][CH3:20])=[CH:13][CH:12]=2)[CH2:17][CH2:18][C:9]=1[C:5]1[CH:6]=[CH:7][CH:8]=[C:3]([O:2][CH3:1])[CH:4]=1)(=[O:35])[CH3:33] |f:1.2,3.4|. Procedure: A suspension was prepared of 47 g (167 mmol) of 2-(3-methoxyphenyl)-6-methoxy-1-tetralone and 4.7 g of p-toluenesulfonic acid mono-hydrate in 470 mL of iso-propenylacetate. The reaction mixture was refluxed for forty-eight hours under a nitrogen atmosphere. The reaction was allowed to cool and 10 g of NaHCO3 was added, the solution was poured into 500 mL of an aqueous solution of NaHCO3. The aqueous solution was extracted three times with 200 mL portions of EtOAc. The combined organic extract wa... Starting materials: NC=1C=2N(C=CN1)C(=NC2C=2C=C(C=CC2)O)C2CCC2 (3-(8-amino-3-cyclobutyl-imidazo[1,5-a]pyrazin-1-yl)-phenol), C(=O)([O-])[O-].[K+].[K+] (K2CO3), BrCC1=CC=C(C=C1)F (1-bromomethyl-4-fluoro-benzene). The solvent is CN(C)C=O (DMF). Reaction conditions: temperature 40 celsius, time 12 hour. Yields the product C1(CCC1)C1=NC(=C2N1C=CN=C2N)C2=CC(=CC=C2)OCC2=CC=C(C=C2)F (3-Cyclobutyl-1-[3-(4-fluoro-benzyloxy)-phenyl]-imidazo[1,5-a]pyrazin-8-ylamine). Reaction SMILES: [NH2:1][C:2]1[C:3]2[N:4]([C:8]([CH:18]3[CH2:21][CH2:20][CH2:19]3)=[N:9][C:10]=2[C:11]2[CH:12]=[C:13]([OH:17])[CH:14]=[CH:15][CH:16]=2)[CH:5]=[CH:6][N:7]=1.C([O-])([O-])=O.[K+].[K+].Br[CH2:29][C:30]1[CH:35]=[CH:34][C:33]([F:36])=[CH:32][CH:31]=1>CN(C=O)C>[CH:18]1([C:8]2[N:4]3[CH:5]=[CH:6][N:7]=[C:2]([NH2:1])[C:3]3=[C:10]([C:11]3[CH:16]=[CH:15][CH:14]=[C:13]([O:17][CH2:29][C:30]4[CH:35]=[CH:34][C:33]([F:36])=[CH:32][CH:31]=4)[CH:12]=3)[N:9]=2)[CH2:21][CH2:20][CH2:19]1 |f:1.2.3|. Reported procedure: An anhydrous DMF (2 mL) solution of 3-(8-amino-3-cyclobutyl-imidazo[1,5-a]pyrazin-1-yl)-phenol (50 mg, 0.179 mmol) and K2CO3 (27 mg, 0.197 mmol) was charged with 1-bromomethyl-4-fluoro-benzene (7) (24 μL, 0.197 mmol) and stirred 12 h at 40° C. The reaction mixture was partitioned between CHCl3 and H2O and separated. The aqueous layer was re-extracted with CHCl3 (3×) and the combined organic fractions were washed with H2O (1×), brine (1×), dried over Na2SO4, filtered and concentrated in vacuo. Th... Reactants: C(C1=CC=CC=C1)N1C(C(OC=C1)=O)C1=CC=C(C=C1)F (N-benzyl-4-fluorophenyl-1,4-oxazin-2-one), (-)-3-bromocamphor-8-sulphonic acid. The solvent is C(C)(=O)OC(C)C (isopropyl acetate), C(C)#N (acetonitrile). Run at time 2.5 minute. The product is C(C1=CC=CC=C1)N1[C@H](C(OC=C1)=O)C1=CC=C(C=C1)F (N-benzyl-3-(S)-(4-fluorophenyl)-1,4-oxazin-2-one). Reaction SMILES: [CH2:1]([N:8]1[CH:13]=[CH:12][O:11][C:10](=[O:14])[CH:9]1[C:15]1[CH:20]=[CH:19][C:18]([F:21])=[CH:17][CH:16]=1)[C:2]1[CH:7]=[CH:6][CH:5]=[CH:4][CH:3]=1>C(OC(C)C)(=O)C.C(#N)C>[CH2:1]([N:8]1[CH:13]=[CH:12][O:11][C:10](=[O:14])[C@@H:9]1[C:15]1[CH:16]=[CH:17][C:18]([F:21])=[CH:19][CH:20]=1)[C:2]1[CH:3]=[CH:4][CH:5]=[CH:6][CH:7]=1. Procedure: To a solution of N-benzyl-4-fluorophenyl-1,4-oxazin-2-one (10 g) in isopropyl acetate (110 ml) at room temperature was added a solution of (-)-3-bromocamphor-8-sulphonic acid ((-)-3-BCS) (12 g) in acetonitrile (24 ml). Crystallisation began after 2-3 minutes. The slurry was stirred for 1 hour at room temperature. Trifluoroacetic acid (7 ml) was added and the mixture stirred at 65° C. for 3 days. The mixture was cooled to 0°-5° C., aged for 1 hour and the solid collected, washed with isopropyl ac...